This data is from the Open Reaction Database (ORD), a public repository of structured organic reaction records. The task is: describe an organic reaction: reactants, conditions, products, and yield Starting materials: NC1=NC=C(C=C1Cl)C(F)(F)F (2-amino-3-chloro-5-trifluoromethylpyridine), [N+](=O)([O-])C1=C(C(=CC(=C1OC)[N+](=O)[O-])C(F)(F)F)Cl (2,4-dinitro-3-methoxy-6-trifluoromethylchlorobenzene). Yields the product ClC=1C(=NC=C(C1)C(F)(F)F)NC1=C(C(=C(C=C1C(F)(F)F)[N+](=O)[O-])OC)[N+](=O)[O-] (N-(3-chloro-5-trifluoromethyl-2-pyridyl)-2,4-dinitro-3-methoxy-6-trifluoromethylaniline). As a reaction SMILES: [NH2:1][C:2]1[C:7]([Cl:8])=[CH:6][C:5]([C:9]([F:12])([F:11])[F:10])=[CH:4][N:3]=1.[N+:13]([C:16]1[C:21]([O:22][CH3:23])=[C:20]([N+:24]([O-:26])=[O:25])[CH:19]=[C:18]([C:27]([F:30])([F:29])[F:28])[C:17]=1Cl)([O-:15])=[O:14]>>[Cl:8][C:7]1[C:2]([NH:1][C:17]2[C:18]([C:27]([F:30])([F:29])[F:28])=[CH:19][C:20]([N+:24]([O-:26])=[O:25])=[C:21]([O:22][CH3:23])[C:16]=2[N+:13]([O-:15])=[O:14])=[N:3][CH:4]=[C:5]([C:9]([F:12])([F:10])[F:11])[CH:6]=1. Procedure: In accordance with the process of Preparation 8 except using 1.9 g. of 2-amino-3-chloro-5-trifluoromethylpyridine and 2.8 g. of 2,4-dinitro-3-methoxy-6-trifluoromethylchlorobenzene, the reaction was carried out for 3 hours. The reaction mixture was treated as the process of Preparation 6 to obtain 1.4 g. of the object oily compound. Starting materials: C(C)N1C(NC(C=2N(C=NC12)CCOC)=O)=O (3-ethyl-7-(2-methoxyethyl)xanthine), ClCCC(C(C)=O)C (1-chloro-3-methylpentan-4-one). The product is O=C(C(CCN1C(=O)N(C=2N=CN(C2C1=O)CCOC)CC)C)C (1-(4-Oxo-3-methylpentyl)-3-ethyl-7-(2-methoxyethyl)-xanthine). Reaction SMILES: [CH2:1]([N:3]1[C:11]2[N:10]=[CH:9][N:8]([CH2:12][CH2:13][O:14][CH3:15])[C:7]=2[C:6](=[O:16])[NH:5][C:4]1=[O:17])[CH3:2].Cl[CH2:19][CH2:20][CH:21]([CH3:25])[C:22](=[O:24])[CH3:23]>>[O:24]=[C:22]([CH3:23])[CH:21]([CH3:25])[CH2:20][CH2:19][N:5]1[C:6](=[O:16])[C:7]2[N:8]([CH2:12][CH2:13][O:14][CH3:15])[CH:9]=[N:10][C:11]=2[N:3]([CH2:1][CH3:2])[C:4]1=[O:17]. Reported procedure: 1-(4-Oxo-3-methylpentyl)-3-ethyl-7-(2-methoxyethyl)-xanthine (melting point 83-84° C.) is prepared from 3-ethyl-7-(2-methoxyethyl)xanthine and 1-chloro-3-methylpentan-4-one. Starting materials: NCCNC=1N=C(C2=C(N1)C=CS2)C(=O)C=2SC=CC2 (2-(2-aminoethylamino)thieno[3,2-d]pyrimidin-4-yl 2-thienylmethanone), 1,1-carbonyldiimidazole, CN(C)C=O (DMF), O (water), NCCNC=1N=C(C2=C(N1)C=CS2)C(=O)C=2SC=CC2 (2-(2-aminoethylamino)thieno[3,2-d]pyrimidin-4-yl 2-thienylmethanone). Run at time 2 hour. Product: S1C(=CC=C1)C(=O)C=1C2=C(N=C(N1)NCCNC(=O)NCCNC=1N=C(C3=C(N1)C=CS3)C(=O)C=3SC=CC3)C=CS2 (N,N′-Bis(2-(4-(2-thienylcarbonyl)thieno[3,2-d]pyrimidin-2-yl)aminoethyl)urea). The yield is 31.0%. RXN SMILES: [NH2:1][CH2:2][CH2:3][NH:4][C:5]1[N:6]=[C:7]([C:14]([C:16]2[S:17][CH:18]=[CH:19][CH:20]=2)=[O:15])[C:8]2[S:13][CH:12]=[CH:11][C:9]=2[N:10]=1.[OH2:21].[CH3:22][N:23]([CH:25]=[O:26])C>>[S:17]1[CH:18]=[CH:19][CH:20]=[C:16]1[C:14]([C:7]1[C:8]2[S:13][CH:12]=[CH:11][C:9]=2[N:10]=[C:5]([NH:4][CH2:3][CH2:22][NH:23][C:25]([NH:1][CH2:2][CH2:3][NH:4][C:5]2[N:6]=[C:7]([C:14]([C:16]3[S:17][CH:18]=[CH:19][CH:20]=3)=[O:15])[C:8]3[S:13][CH:12]=[CH:11][C:9]=3[N:10]=2)=[O:26])[N:6]=1)=[O:21]. Procedure: A solution of 2-(2-aminoethylamino)thieno[3,2-d]pyrimidin-4-yl 2-thienylmethanone (0.10 g, 0.33 mmol) in anhydrous DMF (4 mL) under argon was treated with 1,1-carbonyldiimidazole (0.05 g, 0.33 mmol), stirred for 2 h, treated with 2-(2-aminoethylamino)thieno[3,2-d]pyrimidin-4-yl 2-thienylmethanone (0.10 g, 0.33 mmol), stirred at room temperature for 4 h and then at 60° C. for 16 h, cooled, poured into water (25 mL) and the resulting orange suspension filtered and dried in vacuo to give the title ... The reactants are C(C1=CC=CC=C1)OC([C@@H](NC([C@@H](NC([C@@H](NC(=O)OC(C)(C)C)C)=O)C(C)C)=O)CCCCNC(=O)OCC1=CC=CC=C1)=O (t-Butyloxycarbonyl-L-alanyl-L-valyl-Nε -benzyloxycarbonyl-L-lysine benzyl ester), CCN(C(C)C)C(C)C (DIEA), C=1C=CC2=C(C1)N=NN2O (HOBt), FC(C(=O)[O-])(F)F (trifluoroacetate), N([C@@H](CCSC)C(=O)OC1=CC=C([N+](=O)[O-])C=C1)C(=O)OC(C)(C)C (Boc-L-Met-ONp). Run in CN(C)C=O (DMF). Run at time 4 hour. Product: C(C1=CC=CC=C1)OC([C@@H](NC([C@@H](NC([C@@H](NC([C@@H](NC(=O)OC(C)(C)C)CCSC)=O)C)=O)C(C)C)=O)CCCCNC(=O)OCC1=CC=CC=C1)=O (t-Butyloxycarbonyl-L-methionyl-L-alanyl-L-valyl-Nε -benzyloxycarbonyl-L-lysine benzyl ester). As a reaction SMILES: [CH2:1]([O:8][C:9](=[O:46])[C@H:10]([CH2:31][CH2:32][CH2:33][CH2:34][NH:35][C:36]([O:38][CH2:39][C:40]1[CH:45]=[CH:44][CH:43]=[CH:42][CH:41]=1)=[O:37])[NH:11][C:12](=[O:30])[C@H:13]([CH:27]([CH3:29])[CH3:28])[NH:14][C:15](=[O:26])[C@H:16]([CH3:25])NC(OC(C)(C)C)=O)[C:2]1[CH:7]=[CH:6][CH:5]=[CH:4][CH:3]=1.FC(F)(F)C([O-])=O.[NH:54]([C:72]([O:74][C:75]([CH3:78])([CH3:77])[CH3:76])=[O:73])[C@H:55]([C:60](OC1C=CC([N+]([O-])=O)=CC=1)=[O:61])[CH2:56][CH2:57][S:58][CH3:59].CC[N:81](C(C)C)C(C)C.C1C=CC2N(O)N=NC=2C=1>CN(C=O)C>[CH2:1]([O:8][C:9](=[O:46])[C@H:10]([CH2:31][CH2:32][CH2:33][CH2:34][NH:35][C:36]([O:38][CH2:39][C:40]1[CH:45]=[CH:44][CH:43]=[CH:42][CH:41]=1)=[O:37])[NH:11][C:12](=[O:30])[C@H:13]([CH:27]([CH3:28])[CH3:29])[NH:14][C:15](=[O:26])[C@H:16]([CH3:25])[NH:81][C:60](=[O:61])[C@H:55]([CH2:56][CH2:57][S:58][CH3:59])[NH:54][C:72]([O:74][C:75]([CH3:78])([CH3:77])[CH3:76])=[O:73])[C:2]1[CH:3]=[CH:4][CH:5]=[CH:6][CH:7]=1. Procedure: Partial deprotection of compound XXI (3.4 g, 5.3 mmole) was carried out as described in the previous paragraph. The trifluoroacetate salt (RfC, 0.75) was acylated in DMF (50 ml) with Boc-L-Met-ONp (2.18 g, 5.9 mmole, Bachem) in the presence of DIEA (1.9 ml, 12 mmole) and HOBt (0.9 g, 5.9 mmole). After 4 hr at room temperature the reaction was complete. Evaporation of most of the solvent in vacuo was followed by trituration with EtOAc. The precipitate was washed with EtOAc, with ether and dried: ... Reactants: C(C)(C)(C)OC(NC(C(=O)C1=CC=C(C=C1)O)C1=CC=C(C=C1)Cl)=O (rac-[1-(4-chloro-phenyl)-2-(4-hydroxy-phenyl)-2-oxo-ethyl]-carbamic acid tert-butyl ester), C1(CCCCC1)O (cyclohexanol). Yields the product C(C)(C)(C)OC(NC(C(=O)C1=CC=C(C=C1)OC1CCCCC1)C1=CC=C(C=C1)Cl)=O (rac-[1-(4-Chloro-phenyl)-2-(4-cyclohexyloxy-phenyl)-2-oxo-ethyl]-carbamic acid tert-butyl ester). Reaction SMILES: [C:1]([O:5][C:6](=[O:25])[NH:7][CH:8]([C:18]1[CH:23]=[CH:22][C:21]([Cl:24])=[CH:20][CH:19]=1)[C:9]([C:11]1[CH:16]=[CH:15][C:14]([OH:17])=[CH:13][CH:12]=1)=[O:10])([CH3:4])([CH3:3])[CH3:2].[CH:26]1(O)[CH2:31][CH2:30][CH2:29][CH2:28][CH2:27]1>>[C:1]([O:5][C:6](=[O:25])[NH:7][CH:8]([C:18]1[CH:19]=[CH:20][C:21]([Cl:24])=[CH:22][CH:23]=1)[C:9]([C:11]1[CH:16]=[CH:15][C:14]([O:17][CH:26]2[CH2:31][CH2:30][CH2:29][CH2:28][CH2:27]2)=[CH:13][CH:12]=1)=[O:10])([CH3:4])([CH3:2])[CH3:3]. Procedure: The title compound was prepared from rac-[1-(4-chloro-phenyl)-2-(4-hydroxy-phenyl)-2-oxo-ethyl]-carbamic acid tert-butyl ester and cyclohexanol in analogy to Example 9c): MS (ISN): 442.3 (M−H)−; MS (ISP): 444.2 (M+H)+, 344.1 ((M-Boc)+H)+ (100%). Reactants: CC=1C=C2C(=CN1)NN=C2 (5-Methyl-1H-pyrazolo[3,4-c]pyridine), BrBr (bromine), [OH-].[Na+] (NaOH). The solvent is O (water). Yields the product BrC1=NNC2=CN=C(C=C21)C (3-Bromo-5-methyl-1H-pyrazolo[3,4-c]pyridine). RXN SMILES: [CH3:1][C:2]1[CH:3]=[C:4]2[CH:10]=[N:9][NH:8][C:5]2=[CH:6][N:7]=1.[Br:11]Br.[OH-].[Na+]>O>[Br:11][C:10]1[C:4]2[C:5](=[CH:6][N:7]=[C:2]([CH3:1])[CH:3]=2)[NH:8][N:9]=1 |f:2.3|. Procedure: 5-Methyl-1H-pyrazolo[3,4-c]pyridine (2 g, 15.02 mmol) and bromine (0.774 mL, 15.02 mmol) in water (71.5 mL) were stirred at RT for 1 h. The reaction mixture was neutralized with NaOH (20% in water), the precipitate was filtered, washed with water and dried under high vacuum. Yellow powder, MS (UPLC/MS): 212/214 [M+H]+, 210/212 [M−H]−; tR (HPLC conditions f): 0.74 min. Reaction SMILES: [Cl:1][C:2]1[CH:7]=[CH:6][C:5]([C:8]2[NH:12][C:11](=[O:13])[N:10]([CH2:14][C:15]([NH:17][CH2:18][C:19]3[CH:24]=[CH:23][CH:22]=[CH:21][C:20]=3[C:25]([F:28])([F:27])[F:26])=[O:16])[N:9]=2)=[CH:4][CH:3]=1.C(=O)([O-])[O-].[Cs+].[Cs+].I[CH2:36][CH2:37][Cl:38]>C1(C)C=CC=CC=1.[Cl-].C([N+](CC)(CC)CC)C1C=CC=CC=1.O.C(OCC)(=O)C>[Cl:38][CH2:37][CH2:36][N:12]1[C:11](=[O:13])[N:10]([CH2:14][C:15]([NH:17][CH2:18][C:19]2[CH:24]=[CH:23][CH:22]=[CH:21][C:20]=2[C:25]([F:26])([F:27])[F:28])=[O:16])[N:9]=[C:8]1[C:5]1[CH:6]=[CH:7][C:2]([Cl:1])=[CH:3][CH:4]=1 |f:1.2.3,6.7|. Run in O (water), C(C)(=O)OCC (ethyl acetate), C1(=CC=CC=C1)C (toluene). The product is ClCCN1C(=NN(C1=O)CC(=O)NCC1=C(C=CC=C1)C(F)(F)F)C1=CC=C(C=C1)Cl (2-[4-(2-chloroethyl)-3-(4-chlorophenyl)-5-oxo-4,5-dihydro-1H-1,2,4-triazol-1-yl]-N-[2-(trifluoromethyl)benzyl]-acetamide). The reactants are C([O-])([O-])=O.[Cs+].[Cs+] (caesium carbonate), ClC1=CC=C(C=C1)C1=NN(C(N1)=O)CC(=O)NCC1=C(C=CC=C1)C(F)(F)F (2-[3-(4-chlorophenyl)-5-oxo-4,5-dihydro-1H-1,2,4-triazol-1-yl]-N-[2-(trifluoromethyl)benzyl]-acetamide), ICCCl (1-iodo-2-chloroethane). The reagents and catalysts are [Cl-].C(C1=CC=CC=C1)[N+](CC)(CC)CC (benzyltriethylammonium chloride). Procedure details: 500 mg (1.01 mmol) of 2-[3-(4-chlorophenyl)-5-oxo-4,5-dihydro-1H-1,2,4-triazol-1-yl]-N-[2-(trifluoromethyl)benzyl]-acetamide from Example 243A are dissolved in 10 ml of toluene with 230 mg (1.01 mmol) of benzyltriethylammonium chloride. Next, a solution of 658 mg (2.02 mmol) of caesium carbonate, dissolved in 1.0 ml water, is added, and the mixture vigorously stirred at RT for 30 mins. After addition of 1.92 g (10.13 mmol) of 1-iodo-2-chloroethane, the mixture is heated for 7 hrs at 80° C. with ... Run at time 30 minute. Starting materials: C1(CCCC1)C(=O)N1CC(CC(C1)C1=CC=C(C=C1)CC)C(=O)O (1-(cyclopentylcarbonyl)-5-(4-ethylphenyl)piperidine-3-carboxylic acid), ON=C(N)C1=CC=CC=C1 (N′-hydroxybenzenecarboximidamide). Yields the product C1(CCCC1)C(=O)N1CC(CC(C1)C1=NC(=NO1)C1=CC=CC=C1)C1=CC=C(C=C1)CC (1-(Cyclopentylcarbonyl)-3-(4-ethylphenyl)-5-(3-phenyl-1,2,4-oxadiazol-5-yl)piperidine). As a reaction SMILES: [CH:1]1([C:6]([N:8]2[CH2:13][CH:12]([C:14]3[CH:19]=[CH:18][C:17]([CH2:20][CH3:21])=[CH:16][CH:15]=3)[CH2:11][CH:10]([C:22](O)=[O:23])[CH2:9]2)=[O:7])[CH2:5][CH2:4][CH2:3][CH2:2]1.O[N:26]=[C:27]([C:29]1[CH:34]=[CH:33][CH:32]=[CH:31][CH:30]=1)[NH2:28]>>[CH:1]1([C:6]([N:8]2[CH2:9][CH:10]([C:22]3[O:23][N:28]=[C:27]([C:29]4[CH:34]=[CH:33][CH:32]=[CH:31][CH:30]=4)[N:26]=3)[CH2:11][CH:12]([C:14]3[CH:19]=[CH:18][C:17]([CH2:20][CH3:21])=[CH:16][CH:15]=3)[CH2:13]2)=[O:7])[CH2:5][CH2:4][CH2:3][CH2:2]1. Procedure: 329 mg (1.0 mmol) of 1-(cyclopentylcarbonyl)-5-(4-ethylphenyl)piperidine-3-carboxylic acid (Example 7A) and 149 mg (1.1 mmol, 1.1 eq.) of N′-hydroxybenzenecarboximidamide were reacted according to the General Method 1. Yield: 235 mg (55% of theory) The reactants are C(#N)CP(OCC)(OCC)=O (diethyl cyanomethylphosphonate), FC(C=1C=C(C=O)C=CC1)(F)F (3-trifluoromethylbenzaldehyde), O (Water), [H-].[Na+] (sodium hydride). The solvent is O1CCCC1 (tetrahydrofuran), O1CCCC1 (tetrahydrofuran), O1CCCC1 (tetrahydrofuran). Reaction conditions: temperature 0 celsius, time 15 minute. Product: FC(C=1C=C(C=CC1)CCCN)(F)F (3-[3-(Trifluoromethyl)phenyl]propylamine). Yield: 24.6%. RXN SMILES: [H-].[Na+].[C:3]([CH2:5]P(=O)(OCC)OCC)#[N:4].[F:14][C:15]([F:25])([F:24])[C:16]1[CH:17]=[C:18]([CH:21]=[CH:22][CH:23]=1)[CH:19]=O.O>O1CCCC1>[F:14][C:15]([F:24])([F:25])[C:16]1[CH:17]=[C:18]([CH2:19][CH2:5][CH2:3][NH2:4])[CH:21]=[CH:22][CH:23]=1 |f:0.1|. Procedure details: To an ice-bath cooled suspension of sodium hydride (1.32 g of a 60% dispersion in oil, 33 mmol) in anhydrous tetrahydrofuran (100 ml) under a nitrogen atmosphere was added dropwise a solution of diethyl cyanomethylphosphonate (5.34 ml, 33 mmol) in tetrahydrofuran (40 ml) and the resulting mixture stirred at 0° C. for 15 minutes. To this mixture was added a solution of 3-trifluoromethylbenzaldehyde (5.22 g, 30 mmol) in anhydrous tetrahydrofuran (40 ml) and the resulting mixture stirred at room te... Reactants: ClC=1C=NC=C(C1CC1=NN=C(C2=CC(=CC=C12)OC)N1N=CN=C1)Cl (1-(3,5-dichloro-pyridin-4-ylmethyl)-6-methoxy-4-[1,2,4]triazol-1-yl-phthalazine), OO (H2O2), [OH-].[Na+] (NaOH), C(C)(=O)OCC.C(C)OCC (ethyl acetate ethyl ether). Solvent: FC(C(=O)O)(F)F (trifluoroacetic acid). Reaction conditions: time 48 hour. Yields the product ClC=1C=NC=C(C1CC1=N[N+](=C(C2=CC(=CC=C12)OC)N1N=CN=C1)[O-])Cl (1-(3,5-Dichloro-pyridin-4-ylmethyl)-6-methoxy-4-[1,2,4]triazol-1-yl-phthalazine 3-oxide). The yield is 41.0%. RXN SMILES: [Cl:1][C:2]1[CH:3]=[N:4][CH:5]=[C:6]([Cl:26])[C:7]=1[CH2:8][C:9]1[C:18]2[C:13](=[CH:14][C:15]([O:19][CH3:20])=[CH:16][CH:17]=2)[C:12]([N:21]2[CH:25]=[N:24][CH:23]=[N:22]2)=[N:11][N:10]=1.OO.[OH-].[Na+].C(OCC)(=[O:33])C.C(OCC)C>FC(F)(F)C(O)=O>[Cl:1][C:2]1[CH:3]=[N:4][CH:5]=[C:6]([Cl:26])[C:7]=1[CH2:8][C:9]1[C:18]2[C:13](=[CH:14][C:15]([O:19][CH3:20])=[CH:16][CH:17]=2)[C:12]([N:21]2[CH:25]=[N:24][CH:23]=[N:22]2)=[N+:11]([O-:33])[N:10]=1 |f:2.3,4.5|. Reported procedure: Under N2 at 0° C. a solution of 1-(3,5-dichloro-pyridin-4-ylmethyl)-6-methoxy-4-[1,2,4]triazol-1-yl-phthalazine (5.1 g, 13.2 mmoles), prepared as described in example 51, in trifluoroacetic acid (25 ml), was dropwise added with H2O2 (1.35 ml, 13.5 mmoles). The temperature was left to rise to the room value and, after 48 hours, the pH was adjusted with NaOH. After further 24 hours under stirring, the mixture was dried, taken up in CH2Cl2. The organic phase was washed with water, anhydrified and d...